This data is from the Open Reaction Database (ORD), a public repository of structured organic reaction records. The task is: describe an organic reaction: reactants, conditions, products, and yield Starting materials: O (water), ClCC(=O)OC (Methyl chloroacetate), C([O-])([O-])=O.[K+].[K+] (potassium carbonate), ClC=1C=C2C(=NC1)SC(N2)=O (6-chloro-2-oxo-1,2-dihydrothiazolo[5,4-b]pyridine). The solvent is CN(C=O)C (N,N-dimethylformamide). Run at temperature 80 celsius, time 30 minute. Yields the product ClC=1C=C2C(=NC1)SC(N2CC(=O)OC)=O (6-chloro-1-methoxycarbonylmethyl-2-oxo-1,2-dihydrothiazolo[5,4-b]pyridine). Isolated yield 98.7%. Reaction SMILES: Cl[CH2:2][C:3]([O:5][CH3:6])=[O:4].C(=O)([O-])[O-].[K+].[K+].[Cl:13][C:14]1[CH:15]=[C:16]2[NH:22][C:21](=[O:23])[S:20][C:17]2=[N:18][CH:19]=1.O>CN(C)C=O>[Cl:13][C:14]1[CH:15]=[C:16]2[N:22]([CH2:2][C:3]([O:5][CH3:6])=[O:4])[C:21](=[O:23])[S:20][C:17]2=[N:18][CH:19]=1 |f:1.2.3|. Procedure details: Methyl chloroacetate (9.6 g) and potassium carbonate (11.1 g) were added to a solution of 6-chloro-2-oxo-1,2-dihydrothiazolo[5,4-b]pyridine (15.0 g) in dry N,N-dimethylformamide (50 ml). The mixture was stirred for 30 minutes at 80° C. and then poured into cold water. The precipitates were collected by filtration, washed with water and dried over phosphorus pentoxide to give white power of 6-chloro-1-methoxycarbonylmethyl-2-oxo-1,2-dihydrothiazolo[5,4-b]pyridine (20.52 g).